From a dataset of the Open Reaction Database (ORD), a public repository of structured organic reaction records. describe an organic reaction: reactants, conditions, products, and yield Starting materials: IC=1N=CN(C1)C(C1=CC=CC=C1)(C1=CC=CC=C1)C1=CC=CC=C1 (4-iodo-1-trityl-1H-imidazole), C(C)[Mg]Br (ethylmagnesium bromide), [Cl-].[NH4+] (ammonium chloride), [N+](=O)([O-])C1=C2CCCC(C2=CC=C1)=O (5-nitrotetralone). The solvent is ClCCl (dichloromethane), ClCCl (dichloromethane). Run at time 30 minute. Product: [N+](=O)([O-])C1=C2CCC=C(C2=CC=C1)C=1N=CNC1 (4-(5-nitro-3,4-dihydro-1-naphthalenyl)-1H-imidazole). RXN SMILES: I[C:2]1[N:3]=[CH:4][N:5](C(C2C=CC=CC=2)(C2C=CC=CC=2)C2C=CC=CC=2)[CH:6]=1.C([Mg]Br)C.[N+:30]([C:33]1[CH:42]=[CH:41][CH:40]=[C:39]2[C:34]=1[CH2:35][CH2:36][CH2:37][C:38]2=O)([O-:32])=[O:31].[Cl-].[NH4+]>ClCCl>[N+:30]([C:33]1[CH:42]=[CH:41][CH:40]=[C:39]2[C:34]=1[CH2:35][CH2:36][CH:37]=[C:38]2[C:2]1[N:3]=[CH:4][NH:5][CH:6]=1)([O-:32])=[O:31] |f:3.4|. Reported procedure: A solution of 4-iodo-1-trityl-1H-imidazole (5.5 g, 13 mmol) (prepared as described by Kirk, K. J. Heterocyclic Chem. (1985), 22, 57-59) in dichloromethane (50 mL) was treated with ethylmagnesium bromide (3.0 M in diethyl ether, 4.2 mL) over 4 minutes, stirred for 30 minutes, treated with 5-nitrotetralone (prepared as described by Zhang, M J. Amer. Chem. SoC, (1994), 116, 4852-4857), stirred for 6 hours, treated with ammonium chloride solution (50 mL) and extracted with a mixture of diethyl ether...